This data is from the Open Reaction Database (ORD), a public repository of structured organic reaction records. The task is: describe an organic reaction: reactants, conditions, products, and yield The reactants are CCO, Cc1ccc(C(=O)NC2CC2)cc1[N+](=O)[O-]. Yields the product Cc1ccc(C(=O)NC2CC2)cc1N. Reaction SMILES: [CH3:17][CH2:18][OH:19].[CH:1]1([NH:4][C:5]([c:6]2[cH:7][c:8]([N+:13]([O-:14])=[O:15])[c:9]([CH3:12])[cH:10][cH:11]2)=[O:16])[CH2:2][CH2:3]1>>[CH:1]1([NH:4][C:5]([c:6]2[cH:7][c:8]([NH2:13])[c:9]([CH3:12])[cH:10][cH:11]2)=[O:16])[CH2:2][CH2:3]1. The reactants are Cc1ccc(C(=O)Nc2cccc(C(C)C)c2)cc1Oc1ncccc1-c1cnn(Cc2ccccc2)c1, CCOC(C)=O, CO. Product: Cc1ccc(C(=O)Nc2cccc(C(C)C)c2)cc1Oc1ncccc1-c1cn[nH]c1. RXN SMILES: [CH2:1]([c:2]1[cH:3][cH:4][cH:5][cH:6][cH:7]1)[n:8]1[n:9][cH:10][c:11](-[c:13]2[c:14]([O:19][c:20]3[cH:21][c:22]([C:23](=[O:24])[NH:25][c:26]4[cH:27][c:28]([CH:32]([CH3:33])[CH3:34])[cH:29][cH:30][cH:31]4)[cH:35][cH:36][c:37]3[CH3:38])[n:15][cH:16][cH:17][cH:18]2)[cH:12]1.[CH3:39][CH2:40][O:41][C:42]([CH3:43])=[O:44].[CH3:45][OH:46]>>[nH:8]1[n:9][cH:10][c:11](-[c:13]2[c:14]([O:19][c:20]3[cH:21][c:22]([C:23](=[O:24])[NH:25][c:26]4[cH:27][c:28]([CH:32]([CH3:33])[CH3:34])[cH:29][cH:30][cH:31]4)[cH:35][cH:36][c:37]3[CH3:38])[n:15][cH:16][cH:17][cH:18]2)[cH:12]1. Reactants: CCOC(=O)CN=C=O, Nc1cc(Cn2c(=O)oc(=O)c3ccccc32)ccn1, c1ccncc1. The product is CCOC(=O)CNC(=O)Nc1cc(Cn2c(=O)oc(=O)c3ccccc32)ccn1. As a reaction SMILES: [CH2:21]([CH3:22])[O:23][C:24]([CH2:25][N:26]=[C:27]=[O:28])=[O:29].[NH2:1][c:2]1[n:3][cH:4][cH:5][c:6]([CH2:8][n:9]2[c:10](=[O:20])[o:11][c:12](=[O:19])[c:13]3[c:14]2[cH:15][cH:16][cH:17][cH:18]3)[cH:7]1.[cH:30]1[cH:31][cH:32][n:33][cH:34][cH:35]1>>[NH:1]([c:2]1[n:3][cH:4][cH:5][c:6]([CH2:8][n:9]2[c:10](=[O:20])[o:11][c:12](=[O:19])[c:13]3[c:14]2[cH:15][cH:16][cH:17][cH:18]3)[cH:7]1)[C:27]([NH:26][CH2:25][C:24]([O:23][CH2:21][CH3:22])=[O:29])=[O:28]. Starting materials: CCOC(=O)N(Cc1ccccc1)C1CC(C)Nc2cc(OC)c(OC)cc21, COC(=O)Cl, ClCCl, [K+], [OH-], O, c1ccncc1. The product is CCOC(=O)N(Cc1ccccc1)C1CC(C)N(C(=O)OC)c2cc(OC)c(OC)cc21. As a reaction SMILES: [CH2:1]([CH3:2])[O:3][C:4]([N:5]([CH:6]1[CH2:7][CH:8]([CH3:20])[NH:9][c:10]2[cH:11][c:12]([O:18][CH3:19])[c:13]([O:16][CH3:17])[cH:14][c:15]21)[CH2:21][c:22]1[cH:23][cH:24][cH:25][cH:26][cH:27]1)=[O:28].[Cl:35][C:36](=[O:37])[O:38][CH3:39].[Cl:42][CH2:43][Cl:44].[K+:41].[OH-:40].[OH2:45].[cH:29]1[cH:30][cH:31][n:32][cH:33][cH:34]1>>[CH2:1]([CH3:2])[O:3][C:4]([N:5]([CH:6]1[CH2:7][CH:8]([CH3:20])[N:9]([C:36](=[O:37])[O:38][CH3:39])[c:10]2[cH:11][c:12]([O:18][CH3:19])[c:13]([O:16][CH3:17])[cH:14][c:15]21)[CH2:21][c:22]1[cH:23][cH:24][cH:25][cH:26][cH:27]1)=[O:28].